This data is from the Open Reaction Database (ORD), a public repository of structured organic reaction records. The task is: describe an organic reaction: reactants, conditions, products, and yield Reactants: N(N)C1=CC2=C(N=N1)CCN(C2)C(CCCCCCC)=O (3-hydrazino-6-octanoyl-5,6,7,8-tetrahydropyrido[4,3-c]pyridazine), CC(=O)C (acetone). Reaction conditions: time 30 minute. Yields the product C(C)(C)=NNC1=CC2=C(N=N1)CCN(C2)C(CCCCCCC)=O (3-Isopropylidenehydrazino-6-octanoyl-5,6,7,8-tetrahydropyrido[4,3-c]pyridazine). Reaction SMILES: [NH:1]([C:3]1[N:8]=[N:7][C:6]2[CH2:9][CH2:10][N:11]([C:13](=[O:21])[CH2:14][CH2:15][CH2:16][CH2:17][CH2:18][CH2:19][CH3:20])[CH2:12][C:5]=2[CH:4]=1)[NH2:2].[CH3:22][C:23]([CH3:25])=O>>[C:23](=[N:2][NH:1][C:3]1[N:8]=[N:7][C:6]2[CH2:9][CH2:10][N:11]([C:13](=[O:21])[CH2:14][CH2:15][CH2:16][CH2:17][CH2:18][CH2:19][CH3:20])[CH2:12][C:5]=2[CH:4]=1)([CH3:25])[CH3:22]. Procedure: A solution of 3.5 g of crude semicrystalline 3-hydrazino-6-octanoyl-5,6,7,8-tetrahydropyrido[4,3-c]pyridazine in 50 cc of acetone is heated to the boil at reflux while stirring for 30 minutes. The title compound has a M.P. of 118°-121° (decomp., from light gasoline). Starting materials: ClC1=NC(=C(C=C1OC(CC)CC)C)C1=C(C=C(C=C1)OC(F)(F)F)OC (2-Chloro-3-(1-ethylpropoxy)-6-(2-methoxy-4-trifluoromethoxyphenyl)-5-methylpyridine), P(C(C)(C)C)(C(C)(C)C)C(C)(C)C (P(t-Bu)3), CN (methylamine), CC(C)(C)[O-].[K+] (t-BuOK). The reagents and catalysts are C=1C=CC(=CC1)/C=C/C(=O)/C=C/C2=CC=CC=C2.C=1C=CC(=CC1)/C=C/C(=O)/C=C/C2=CC=CC=C2.C=1C=CC(=CC1)/C=C/C(=O)/C=C/C2=CC=CC=C2.[Pd].[Pd] (Pd2dba3). Run in C1(=CC=CC=C1)C (toluene), CCOC(=O)C (EtOAc), CCCCCC (hexane). Conditions: temperature 55 celsius. Product: C(C)C(CC)OC=1C(=NC(=C(C1)C)C1=C(C=C(C=C1)OC(F)(F)F)OC)NC ([3-(1-Ethylpropoxy)-6-(2-methoxy-4-trifluoromethoxyphenyl)-5-methylpyridin-2-yl]-methylamine). RXN SMILES: Cl[C:2]1[C:7]([O:8][CH:9]([CH2:12][CH3:13])[CH2:10][CH3:11])=[CH:6][C:5]([CH3:14])=[C:4]([C:15]2[CH:20]=[CH:19][C:18]([O:21][C:22]([F:25])([F:24])[F:23])=[CH:17][C:16]=2[O:26][CH3:27])[N:3]=1.P(C(C)(C)C)(C(C)(C)C)C(C)(C)C.[CH3:41][NH2:42].CC([O-])(C)C.[K+]>C1(C)C=CC=CC=1.CCOC(C)=O.CCCCCC.C1C=CC(/C=C/C(/C=C/C2C=CC=CC=2)=O)=CC=1.C1C=CC(/C=C/C(/C=C/C2C=CC=CC=2)=O)=CC=1.C1C=CC(/C=C/C(/C=C/C2C=CC=CC=2)=O)=CC=1.[Pd].[Pd]>[CH2:10]([CH:9]([O:8][C:7]1[C:2]([NH:42][CH3:41])=[N:3][C:4]([C:15]2[CH:20]=[CH:19][C:18]([O:21][C:22]([F:25])([F:24])[F:23])=[CH:17][C:16]=2[O:26][CH3:27])=[C:5]([CH3:14])[CH:6]=1)[CH2:12][CH3:13])[CH3:11] |f:3.4,8.9.10.11.12|. Procedure details: Pd2dba3 (4 mg) is added to a solution of compound 45 (70 mg, 0.173 mmol) in toluene (1 ml), followed by the addition of P(t-Bu)3 (1.4 mg), methylamine (2M in THF, 0.17 ml, 0.347 mmol) and t-BuOK (1M in THF, 0.26 ml, 0.26 mmol). The resulting mixture is sealed and heated to 55° C. overnight, then cooled to room temperature. The reaction mixture is diluted with 30% EtOAc in hexane, washed with water, brine, dried, filtered and evaporated. The crude product is purified by chromatograph (eluted with... Starting materials: C=CCSc1nsc(Cl)n1, NC(N)=S, C1CCOC1, O. Product: C=CCSc1nsc(S)n1. Reaction SMILES: [CH2:1]([CH:2]=[CH2:3])[S:4][c:5]1[n:6][s:7][c:8]([Cl:10])[n:9]1.[NH2:11][C:12]([NH2:13])=[S:14].[O:15]1[CH2:16][CH2:17][CH2:18][CH2:19]1.[OH2:20]>>[CH2:1]([CH:2]=[CH2:3])[S:4][c:5]1[n:6][s:7][c:8]([SH:14])[n:9]1. Starting materials: C(C=1C(O)=CC=CC1)(=O)O (salicylic acid), C(C=1C(O)=CC=CC1)(=O)[O-].[Na+] (sodium salicylate), [Na] (sodium), C(C=1C(O)=CC=CC1)(=O)O (salicylic acid), [Cl-].[Zn+2].[Cl-] (zinc chloride). Yields the product [Zn] (zinc), C(C=1C(O)=CC=CC1)(=O)O (salicylic acid). RXN SMILES: [C:1]([OH:10])(=[O:9])[C:2]1[C:3](=[CH:5][CH:6]=[CH:7][CH:8]=1)[OH:4].C([O-])(=O)C1C(=CC=CC=1)O.[Na+].[Na].[Cl-].[Zn+2:24].[Cl-]>>[Zn:24].[C:1]([OH:10])(=[O:9])[C:2]1[C:3](=[CH:5][CH:6]=[CH:7][CH:8]=1)[OH:4] |f:1.2,4.5.6,^1:21|. Procedure: The aforementioned metallic salt of salicylic acid derivative can be easily synthesized by the method described in CLARK, J, L, Kao, H(1948) J. Amer. Chem. Soc. 70,2151. For instance, 2 moles of sodium salicylate (or a sodium salt of a salicylic acid derivative) and 1 mole of zinc chloride are added to a solvent and mixed. The thus obtained mixture is heated with stirring, thereby obtaining a zinc salt of a salicylic acid. The reactants are Cl (hydrochloric acid), C1COC2(CCC(CC2)NCCC)O1 (4-n-Propylamino-cyclohexanone-ethyleneketal), C([O-])([O-])=O.[Na+].[Na+] (Sodium carbonate), Cl (hydrochloric acid). Solvent: O (water), O1CCCC1 (tetrahydrofuran). Run at temperature 5 celsius, time 24 hour. Product: C(CC)NC1CCC(CC1)=O (4-n-Propylamino-cyclohexanone). Reaction SMILES: C1O[C:4]2([CH2:9][CH2:8][CH:7]([NH:10][CH2:11][CH2:12][CH3:13])[CH2:6][CH2:5]2)[O:3]C1.Cl.C(=O)([O-])[O-].[Na+].[Na+]>O1CCCC1.O>[CH2:11]([NH:10][CH:7]1[CH2:8][CH2:9][C:4](=[O:3])[CH2:5][CH2:6]1)[CH2:12][CH3:13] |f:2.3.4|. Procedure: 4-N-propylamino-cyclohexanone-ethyleneketal 2 (134 g, 0.673 mol) was taken in tetrahydrofuran (268 ml) and cooled to 4-6° C. Concentrated hydrochloric acid (178 ml, 2.01 mol) was diluted with water (2144 ml) and the mixture was cooled to 4° C. This diluted hydrochloric acid was added to the reaction mixture at 4-6° C. in 15 minutes. The reaction was allowed to come to 24-26° C. and stirring was continued for 24 hours. The reaction mass (2750 ml) was concentrated to 1800 ml at 50° C. and 35 mbar ...